Dataset: the Open Reaction Database (ORD), a public repository of structured organic reaction records. Task: describe an organic reaction: reactants, conditions, products, and yield The reactants are COC=1C=CC=C2C(OC(C12)=O)S(=O)(=O)C1=CC=CC=C1 (7-methoxy-3-phenylsulfonyl-1(3H)-isobenzofuranone), CC(C)([O-])C.[Li+] (lithium t-butoxide), C(C)(=O)C1CC2CC=CC(C2CC1)=O (6-acetyl-4a,5,6,7,8,8a-hexahydro-1(4H)-naphthalenone). Run in C1CCOC1 (THF). The product is C(C)(=O)C1=CC=C2C(C=3C(C4C(CCCC4=C(C3CC2=C1)O)OC)O)=O (9-acetyl-5,12-dihydroxy-4-methoxy-6(11H)-hexahydronaphthacenone). The yield is 95.0%. RXN SMILES: [CH3:1][O:2][C:3]1[CH:4]=[CH:5][CH:6]=[C:7]2[C:11]=1[C:10](=[O:12])[O:9][CH:8]2S(C1C=CC=CC=1)(=O)=O.CC(C)([O-])C.[Li+].[C:28]([CH:31]1[CH2:40][CH2:39][CH:38]2[CH:33]([CH2:34][CH:35]=[CH:36][C:37]2=[O:41])[CH2:32]1)(=[O:30])[CH3:29]>C1COCC1>[C:28]([C:31]1[CH:32]=[C:33]2[C:38]([C:37](=[O:41])[C:36]3[CH:10]([OH:12])[CH:11]4[C:7](=[C:8]([OH:9])[C:35]=3[CH2:34]2)[CH2:6][CH2:5][CH2:4][CH:3]4[O:2][CH3:1])=[CH:39][CH:40]=1)(=[O:30])[CH3:29] |f:1.2|. Procedure: Continuing with a synthesis utilizing the object compound (5) to produce the tetrahydronaphthacene dione intermediate, the anion of 7-methoxy-3-phenylsulfonyl-1(3H)-isobenzofuranone (6) as generated at -78° C. using lithium t-butoxide in THF and reacted with the hexahydronaphthalenone (5) to furnish 9-acetyl-5,12-dihydroxy-4-methoxy-6(11H)-hexahydronaphthacenone (7) in 95% yield. Conversion of (7) to 9-acetyl-6-hydroxy-4-methoxy-7,8,9,10-tetrahydronaphthacene-5,12-dione (8) was achieved by heati... Reactants: CN1CCCN=C1S, CO, [I-], I, [K+], O, O=C(O)c1cc2ccccc2[nH]1. Product: I, CN1CCCN=C1Sc1c(C(=O)O)[nH]c2ccccc12. RXN SMILES: [CH3:16][N:17]1[C:18]([SH:23])=[N:19][CH2:20][CH2:21][CH2:22]1.[CH3:24][OH:25].[I-:14].[I:15].[K+:13].[OH2:26].[nH:1]1[c:2]([C:10](=[O:11])[OH:12])[cH:3][c:4]2[cH:5][cH:6][cH:7][cH:8][c:9]12>>[IH:14].[nH:1]1[c:2]([C:10](=[O:11])[OH:12])[c:3]([S:23][C:18]2=[N:19][CH2:20][CH2:21][CH2:22][N:17]2[CH3:16])[c:4]2[cH:5][cH:6][cH:7][cH:8][c:9]12. Reactants: C(C)(=O)OCC(COC(C)=O)NC(=O)C1=C(C(=C(C(=C1I)NC(C(CCCBr)Br)=O)I)C(=O)NC(COC(C)=O)COC(C)=O)I (N,N'-bis[2-(acetyloxy)-1-[(acetyloxy)methyl]ethyl]-5-[(2,5-dibromo-1-oxopentyl)amino]-2,4,6-triiodo-1,3-benzenedicarboxamide), C([O-])([O-])=O.[K+].[K+] (potassium carbonate). Yield: 98.0%. Run at time 4 hour. Run in CC(=O)N(C)C (dimethylacetamide). Reaction SMILES: [C:1]([O:4][CH2:5][CH:6]([NH:12][C:13]([C:15]1[C:20]([I:21])=[C:19]([NH:22][C:23](=[O:30])[CH:24]([Br:29])[CH2:25][CH2:26][CH2:27]Br)[C:18]([I:31])=[C:17]([C:32]([NH:34][CH:35]([CH2:41][O:42][C:43](=[O:45])[CH3:44])[CH2:36][O:37][C:38](=[O:40])[CH3:39])=[O:33])[C:16]=1[I:46])=[O:14])[CH2:7][O:8][C:9](=[O:11])[CH3:10])(=[O:3])[CH3:2].C(=O)([O-])[O-].[K+].[K+]>CC(N(C)C)=O>[C:9]([O:8][CH2:7][CH:6]([NH:12][C:13]([C:15]1[C:20]([I:21])=[C:19]([N:22]2[CH2:27][CH2:26][CH2:25][CH:24]([Br:29])[C:23]2=[O:30])[C:18]([I:31])=[C:17]([C:32]([NH:34][CH:35]([CH2:41][O:42][C:43](=[O:45])[CH3:44])[CH2:36][O:37][C:38](=[O:40])[CH3:39])=[O:33])[C:16]=1[I:46])=[O:14])[CH2:5][O:4][C:1](=[O:3])[CH3:2])(=[O:11])[CH3:10] |f:1.2.3|. Reported procedure: To a solution of N,N'-bis[2-(acetyloxy)-1-[(acetyloxy)methyl]ethyl]-5-[(2,5-dibromo-1-oxopentyl)amino]-2,4,6-triiodo-1,3-benzenedicarboxamide of example 9a (32.5 g, 29.1 mmol) in dimethylacetamide (250 ml), was added powdered potassium carbonate (25.2 g, 116.5 mmol). After stirring for 4 hours, the mixture was filtered. The filtrate was freed of the solvent in vacuo at 45° C. and the resulting solid was redissolved in ethyl acetate (500 ml). The ethyl acetate solution was washed with water (2×50... Yields the product C(C)(=O)OCC(COC(C)=O)NC(=O)C1=C(C(=C(C(=C1I)N1C(C(CCC1)Br)=O)I)C(=O)NC(COC(C)=O)COC(C)=O)I (N,N'-Bis[2-(acetyloxy)-1-[(acetyloxy)methyl]ethyl]-5-(3-bromo-2-oxo-1-piperidinyl)-2,4,6-triiodo-1,3-benzenedicarboxamide). Reactants: ice water, [H-].[Na+] (Sodium hydride), FC=1C=C(C=CC1F)[N+](=O)[O-] (3,4-difluoronitrobenzene), CC1=C(N=C(O1)C1=CC=CC=C1)CO (5-methyl-2-phenyl-4-oxazolyl methanol), Cl (HCl). The solvent is CN(C=O)C (N,N-dimethylformamide). Conditions: time 3 hour. Product: FC=1C=C(C=CC1OCC=1N=C(OC1C)C1=CC=CC=C1)[N+](=O)[O-] (3-fluoro-4-(5-methyl-2-phenyl-4-oxazolylmethoxy)nitrobenzene). Isolated yield 80.7%. As a reaction SMILES: [H-].[Na+].[F:3][C:4]1[CH:5]=[C:6]([N+:11]([O-:13])=[O:12])[CH:7]=[CH:8][C:9]=1F.[CH3:14][C:15]1[O:19][C:18]([C:20]2[CH:25]=[CH:24][CH:23]=[CH:22][CH:21]=2)=[N:17][C:16]=1[CH2:26][OH:27].Cl>CN(C)C=O>[F:3][C:4]1[CH:5]=[C:6]([N+:11]([O-:13])=[O:12])[CH:7]=[CH:8][C:9]=1[O:27][CH2:26][C:16]1[N:17]=[C:18]([C:20]2[CH:25]=[CH:24][CH:23]=[CH:22][CH:21]=2)[O:19][C:15]=1[CH3:14] |f:0.1|. Reported procedure: Sodium hydride (60% in oil, 2.2 g) was added portionwise, at 0° C., to a solution of 3,4-difluoronitrobenzene (8.8 g) and 5-methyl-2-phenyl-4-oxazolyl methanol (10.0 g) in N,N-dimethylformamide (DMF) (100 ml). The mixture was stirred for 3 hours at room temperature. The reaction mixture was poured into ice-water, which was acidified with 2N HCl. Then, resulting crystalline precipitate was collected by filtration, which was recrystallized from dichloromethane-methanol to give 3-fluoro-4-(5-methyl...